Dataset: the Open Reaction Database (ORD), a public repository of structured organic reaction records. Task: describe an organic reaction: reactants, conditions, products, and yield Reactants: CC(C)(C)C[In](CC(C)(C)C)CC(C)(C)C, CCOCC, [Cl-], [Cl-], [Cl-], [In+3]. The product is CC(C)(C)C[In+]CC(C)(C)C, [Cl-]. Reaction SMILES: [CH2:1]([C:2]([CH3:3])([CH3:4])[CH3:5])[In:6]([CH2:7][C:8]([CH3:9])([CH3:10])[CH3:11])[CH2:12][C:13]([CH3:14])([CH3:15])[CH3:16].[CH3:21][CH2:22][O:23][CH2:24][CH3:25].[Cl-:17].[Cl-:19].[Cl-:20].[In+3:18]>>[CH2:1]([C:2]([CH3:3])([CH3:4])[CH3:5])[In+:6][CH2:7][C:8]([CH3:9])([CH3:10])[CH3:11].[Cl-:17]. Starting materials: [Br-], O=Cc1cccc(Br)c1, O=C(O)CCC[P+](c1ccccc1)(c1ccccc1)c1ccccc1, CC(C)(C)[O-], CS(C)=O, [K+], C1CCOC1. Yields the product O=C(O)CCC=Cc1cccc(Br)c1. Reaction SMILES: [Br-:7].[Br:33][c:34]1[cH:35][c:36]([CH:37]=[O:38])[cH:39][cH:40][cH:41]1.[C:8](=[O:9])([OH:10])[CH2:11][CH2:12][CH2:13][P+:14]([c:15]1[cH:16][cH:17][cH:18][cH:19][cH:20]1)([c:21]1[cH:22][cH:23][cH:24][cH:25][cH:26]1)[c:27]1[cH:28][cH:29][cH:30][cH:31][cH:32]1.[CH3:1][C:2]([CH3:3])([O-:4])[CH3:5].[CH3:47][S:48]([CH3:49])=[O:50].[K+:6].[O:42]1[CH2:43][CH2:44][CH2:45][CH2:46]1>>[C:8](=[O:9])([OH:10])[CH2:11][CH2:12][CH:13]=[CH:37][c:36]1[cH:35][c:34]([Br:33])[cH:41][cH:40][cH:39]1.